The task is: describe an organic reaction: reactants, conditions, products, and yield. This data is from the Open Reaction Database (ORD), a public repository of structured organic reaction records. Reactants: CCS(=O)(=O)O, CO, Nc1ncccc1-c1cc(Cc2ccc(COc3ccccn3)cc2)no1. Yields the product CCS(=O)(=O)O, Nc1ncccc1-c1cc(Cc2ccc(COc3ccccn3)cc2)no1. As a reaction SMILES: [CH3:28][CH2:29][S:30]([OH:31])(=[O:32])=[O:33].[CH3:34][OH:35].[n:1]1[c:2]([O:7][CH2:8][c:9]2[cH:10][cH:11][c:12]([CH2:13][c:14]3[n:15][o:16][c:17](-[c:19]4[c:20]([NH2:25])[n:21][cH:22][cH:23][cH:24]4)[cH:18]3)[cH:26][cH:27]2)[cH:3][cH:4][cH:5][cH:6]1>>[CH3:28][CH2:29][S:30](=[O:31])(=[O:32])[OH:33].[n:1]1[c:2]([O:7][CH2:8][c:9]2[cH:10][cH:11][c:12]([CH2:13][c:14]3[n:15][o:16][c:17](-[c:19]4[c:20]([NH2:25])[n:21][cH:22][cH:23][cH:24]4)[cH:18]3)[cH:26][cH:27]2)[cH:3][cH:4][cH:5][cH:6]1. Starting materials: CC(CC)(CCCCCCCC)O (3-methyl-3-undecanol), CC(CCC)(CCCCCCC)O (4-methyl-4-undecanol). Reaction SMILES: [CH3:1][C:2]([OH:13])([CH2:5][CH2:6][CH2:7][CH2:8][CH2:9][CH2:10][CH2:11][CH3:12])[CH2:3]C.[CH3:14]C(O)(CCCCCCC)CCC>>[CH3:3][C:2]([OH:13])([CH2:5][CH2:6][CH2:7][CH2:8][CH2:9][CH2:10][CH2:11][CH2:12][CH3:14])[CH3:1]. Procedure: 3-methyl-3-undecanol; 4-methyl-4-undecanol; The product is CC(C)(CCCCCCCCC)O (2-methyl-2-undecanol). Starting materials: C(C1=CC=CC=C1)OCC(NC(=O)OC(C)(C)C)C=1NC(=CC1C(=O)OCC)C1=C2N=C(C(=NC2=CC=C1)C)NC1(CC1)C (ethyl 2-(2-(benzyloxy)-1-((tert-butoxycarbonyl)amino)ethyl)-5-(2-methyl-3-((1-methylcyclopropyl)amino)quinoxalin-5-yl)-1H-pyrrole-3-carboxylate), C(C)(C)(C)OC(=O)NCC(C(C(=O)OCC)CC(=O)C1=C2N=C(C(=NC2=CC=C1)C)NC1CC1)=O (ethyl 4-((tert-butoxycarbonyl)amino)-2-(2-(3-(cyclopropylamino)-2-methylquinoxalin-5-yl)-2-oxoethyl)-3-oxobutanoate), BrCC(=O)C1=C2N=C(C(=NC2=CC=C1F)C)NC1CC1 (2-bromo-1-(3-(cyclopropylamino)-6-fluoro-2-methylquinoxalin-5-yl)ethanone), C(C)(C)(C)OC(=O)NCC(CC(=O)[O-])=O (4-((tert-butoxycarbonyl)amino)-3-oxobutanoate), C(=O)([O-])[O-].[K+].[K+] (K2CO3), NH4OAc. Solvent: CCO (EtOH), CC(=O)O (AcOH), CN(C)C=O (DMF). The product is C(C)(C)(C)OC(=O)NCC=1NC(=CC1C(=O)OCC)C1=C2N=C(C(=NC2=CC=C1)C)NC1CC1 (ethyl 2-(((tert-butoxycarbonyl)amino)methyl)-5-(3-(cyclopropylamino)-2-methylquinoxalin-5-yl)-1H-pyrrole-3-carboxylate). Yield: 35.0%. RXN SMILES: C(OC[CH:10]([C:19]1[NH:20][C:21]([C:29]2[CH:38]=[CH:37][CH:36]=[C:35]3[C:30]=2[N:31]=[C:32]([NH:40][C:41]2(C)[CH2:43][CH2:42]2)[C:33]([CH3:39])=[N:34]3)=[CH:22][C:23]=1[C:24]([O:26][CH2:27][CH3:28])=[O:25])[NH:11][C:12]([O:14][C:15]([CH3:18])([CH3:17])[CH3:16])=[O:13])C1C=CC=CC=1.C(OC(NCC(=O)CC([O-])=O)=O)(C)(C)C.C([O-])([O-])=O.[K+].[K+].BrCC(C1C(F)=CC=C2C=1N=C(NC1CC1)C(C)=N2)=O.C(OC(NCC(=O)C(CC(C1C=CC=C2C=1N=C(NC1CC1)C(C)=N2)=O)C(OCC)=O)=O)(C)(C)C>CN(C=O)C.CCO.CC(O)=O>[C:15]([O:14][C:12]([NH:11][CH2:10][C:19]1[NH:20][C:21]([C:29]2[CH:38]=[CH:37][CH:36]=[C:35]3[C:30]=2[N:31]=[C:32]([NH:40][CH:41]2[CH2:42][CH2:43]2)[C:33]([CH3:39])=[N:34]3)=[CH:22][C:23]=1[C:24]([O:26][CH2:27][CH3:28])=[O:25])=[O:13])([CH3:16])([CH3:17])[CH3:18] |f:2.3.4|. Procedure details: This compound (0.25 g, 35% yield) as a yellow solid was prepared according to the procedures described for Intermediate 355b, using 4-((tert-butoxycarbonyl)amino)-3-oxobutanoate (601) (0.45 g, 1.84 mmol), K2CO3 (0.53 g, 3.83 mmol), 2-bromo-1-(3-(cyclopropylamino)-2-methylquinoxalin-5-yl)ethanone (613) (0.49 g, 1.53 mmol) in DMF (4 mL) as starting material, followed by subsequent treatment of ethyl 4-((tert-butoxycarbonyl)amino)-2-(2-(3-(cyclopropylamino)-2-methylquinoxalin-5-yl)-2-oxoethyl)-3-ox... Starting materials: LiN[Si(CH3)]2, II (I2), II (iodine), C#CCCCCCC#CC#CCCCCCCCC (nonadeca-1,8,10-triyne), C#CCCCCCC#CC#CCCCCCCCC (Nonadeca-1,8,10-triyne). The solvent is C1CCOC1 (THF), C1CCOC1 (THF), C1CCOC1 (THF). Run at time 30 minute. The product is IC#CCCCCCC#CC#CCCCCCCCC (1-iodo-nonadeca-1,8,10-triyne). The yield is 78.2%. As a reaction SMILES: [CH:1]#[C:2][CH2:3][CH2:4][CH2:5][CH2:6][CH2:7][C:8]#[C:9][C:10]#[C:11][CH2:12][CH2:13][CH2:14][CH2:15][CH2:16][CH2:17][CH2:18][CH3:19].[I:20]I>C1COCC1>[I:20][C:1]#[C:2][CH2:3][CH2:4][CH2:5][CH2:6][CH2:7][C:8]#[C:9][C:10]#[C:11][CH2:12][CH2:13][CH2:14][CH2:15][CH2:16][CH2:17][CH2:18][CH3:19]. Procedure: Nonadeca-1,8,10-triyne (0.802 g, 3.133 mmol) and anhydrous THF (96 mL) was cooled to −78° C. in a dry flask under nitrogen. LiN[Si(CH3)]2 (LHMDS) in THF (3.76 mmol) was added to the reaction mix slowly via dry syringe. In a separate flask I2 (9.55 g, 3.76 mmol) was dissolved in dry THF (20 mL). The iodine solution was added dropwise to the nonadeca-1,8,10-triyne solution until reaction completion (notably becoming orange-red). The reaction was stirred for 30 min and slowly warmed to room tempera... Reactants: COC=1C=C(C=C(C1OCCSC1=CC=C(C=C1)Cl)I)[C@@H]1O[C@H](CC1)C1=CC(=C(C(=C1)OC)OC)OC (trans-2-(3-Methoxy-4-p-chlorophenylthioethoxy-5-iodophenyl)-5-(3,4,5-trimethoxyphenyl) tetrahydrofuran), C(#N)[Cu] (CuCN). Run in CN(C)C=O (DMF). The product is COC=1C=C(C=C(C1OCCSC1=CC=C(C=C1)Cl)C#N)[C@@H]1O[C@H](CC1)C1=CC(=C(C(=C1)OC)OC)OC (trans-2-(3-Methoxy-4-p-chlorophenylthioethoxy-5-cyanophenyl)-5-(3,4,5-trimethoxyphenyl)tetrahydrofuran). As a reaction SMILES: [CH3:1][O:2][C:3]1[CH:4]=[C:5]([C@H:21]2[CH2:25][CH2:24][C@H:23]([C:26]3[CH:31]=[C:30]([O:32][CH3:33])[C:29]([O:34][CH3:35])=[C:28]([O:36][CH3:37])[CH:27]=3)[O:22]2)[CH:6]=[C:7](I)[C:8]=1[O:9][CH2:10][CH2:11][S:12][C:13]1[CH:18]=[CH:17][C:16]([Cl:19])=[CH:15][CH:14]=1.[C:38]([Cu])#[N:39]>CN(C=O)C>[CH3:1][O:2][C:3]1[CH:4]=[C:5]([C@H:21]2[CH2:25][CH2:24][C@H:23]([C:26]3[CH:31]=[C:30]([O:32][CH3:33])[C:29]([O:34][CH3:35])=[C:28]([O:36][CH3:37])[CH:27]=3)[O:22]2)[CH:6]=[C:7]([C:38]#[N:39])[C:8]=1[O:9][CH2:10][CH2:11][S:12][C:13]1[CH:18]=[CH:17][C:16]([Cl:19])=[CH:15][CH:14]=1. Reported procedure: trans-2-(3-Methoxy-4-p-chlorophenylthioethoxy-5-iodophenyl)-5-(3,4,5-trimethoxyphenyl) tetrahydrofuran (2.35 g, 3.58 mmole) and CuCN (0.358 g, 4.30 mmole) in DMF (20 mL) were heated at 140° C. for 16 hours. The reaction mixture was cooled and quenched with water and extracted with ethyl acetate. The organic layer was washed with water and saturated NaCl solution, dried over MgSO4, filtered and evaporated in vacuo to oil which was purified by column chromatography (silica, 2:1 hexane/ethyl acetat... Starting materials: CC#CCn1c(=O)n(COC(=O)C(C)(C)C)c2nc(Cl)nc(N3CCN(C(=O)OC(C)(C)C)CC3)c21, CO, Cl, [H-], [Na+], C1CCOC1. Product: CC#CCn1c(=O)[nH]c2nc(Cl)nc(N3CCN(C(=O)OC(C)(C)C)CC3)c21. RXN SMILES: [C:1]([CH3:2])([CH3:3])([CH3:4])[O:5][C:6](=[O:7])[N:8]1[CH2:9][CH2:10][N:11]([c:14]2[c:15]3[n:16]([CH2:33][C:34]#[C:35][CH3:36])[c:17](=[O:32])[n:18]([CH2:24][O:25][C:26](=[O:27])[C:28]([CH3:29])([CH3:30])[CH3:31])[c:19]3[n:20][c:21]([Cl:23])[n:22]2)[CH2:12][CH2:13]1.[CH3:40][OH:41].[ClH:39].[H-:37].[Na+:38].[O:42]1[CH2:43][CH2:44][CH2:45][CH2:46]1>>[C:1]([CH3:2])([CH3:3])([CH3:4])[O:5][C:6](=[O:7])[N:8]1[CH2:9][CH2:10][N:11]([c:14]2[c:15]3[n:16]([CH2:33][C:34]#[C:35][CH3:36])[c:17](=[O:32])[nH:18][c:19]3[n:20][c:21]([Cl:23])[n:22]2)[CH2:12][CH2:13]1. The reactants are N1(CCCCC1)CC=1C=C(OCCCNC(CSC(C)=O)=O)C=CC1 (N-[3-{3-(piperidinomethyl)phenoxy}propyl]-2-(acetylthio)acetamide), [OH-].[K+] (potassium hydroxide). The solvent is CO (methanol), O (water). Reaction conditions: temperature 0 celsius, time 1.5 hour. Yields the product N1(CCCCC1)CC=1C=C(OCCCNC(CS)=O)C=CC1 (N-[3-{3-(piperidinomethyl)phenoxy}propyl]-2-mercaptoacetamide). As a reaction SMILES: [N:1]1([CH2:7][C:8]2[CH:9]=[C:10]([CH:23]=[CH:24][CH:25]=2)[O:11][CH2:12][CH2:13][CH2:14][NH:15][C:16](=[O:22])[CH2:17][S:18]C(=O)C)[CH2:6][CH2:5][CH2:4][CH2:3][CH2:2]1.[OH-].[K+]>CO.O>[N:1]1([CH2:7][C:8]2[CH:9]=[C:10]([CH:23]=[CH:24][CH:25]=2)[O:11][CH2:12][CH2:13][CH2:14][NH:15][C:16](=[O:22])[CH2:17][SH:18])[CH2:6][CH2:5][CH2:4][CH2:3][CH2:2]1 |f:1.2|. Procedure details: 2.23 g of this acetamide was dissolved in a mixed solvent of 30 ml of methanol and 3 ml of water, and cooled in an ice bath. 0.48 g of 85% potassium hydroxide was added to this solution, and stirred at 0° C. for 1.5 hours. pH of the reaction solution was adjusted to 7 by adding 2N aqueous hydrochloric acid, and extraction was carried out by adding 100 ml of dichloromethane and 50 ml of water. The dichloromethane layer was washed twice with water, and dried over anhydrous magnesium sulfate. The s...